Dataset: the Open Reaction Database (ORD), a public repository of structured organic reaction records. Task: describe an organic reaction: reactants, conditions, products, and yield The reactants are [Br-], Cc1ccccc1, [Cl-], CC(OC(=O)C(C)(C)C)C(=O)CCl, Fc1ccc([Mg+])c(F)c1, [NH4+], O. Product: CC(OC(=O)C(C)(C)C)C(O)(CCl)c1ccc(F)cc1F. As a reaction SMILES: [Br-:1].[CH3:27][c:28]1[cH:29][cH:30][cH:31][cH:32][cH:33]1.[Cl-:24].[Cl:11][CH2:12][C:13]([CH:14]([CH3:15])[O:16][C:17]([C:18]([CH3:19])([CH3:20])[CH3:21])=[O:22])=[O:23].[F:2][c:3]1[c:4]([Mg+:10])[cH:5][cH:6][c:7]([F:9])[cH:8]1.[NH4+:25].[OH2:26]>>[F:2][c:3]1[c:4]([C:13]([CH2:12][Cl:11])([CH:14]([CH3:15])[O:16][C:17]([C:18]([CH3:19])([CH3:20])[CH3:21])=[O:22])[OH:23])[cH:5][cH:6][c:7]([F:9])[cH:8]1. The reactants are O=C([O-])O, CCC(CC)(c1ccc(O)c(C)c1)c1ccc(C=CC(OCOC)(C(F)(F)F)C(F)(F)F)c(C)c1, ClCCl, O=S(=O)(OS(=O)(=O)C(F)(F)F)C(F)(F)F, [Na+], c1ccncc1. The product is CCC(CC)(c1ccc(C=CC(OCOC)(C(F)(F)F)C(F)(F)F)c(C)c1)c1ccc(OS(=O)(=O)C(F)(F)F)c(C)c1. As a reaction SMILES: [C:57](=[O:58])([OH:59])[O-:60].[CH2:22]([CH3:23])[C:24]([CH2:25][CH3:26])([c:27]1[cH:28][c:29]([CH3:48])[c:30]([CH:33]=[CH:34][C:35]([C:36]([F:37])([F:38])[F:39])([C:40]([F:41])([F:42])[F:43])[O:44][CH2:45][O:46][CH3:47])[cH:31][cH:32]1)[c:49]1[cH:50][c:51]([CH3:56])[c:52]([OH:55])[cH:53][cH:54]1.[Cl:62][CH2:63][Cl:64].[F:7][C:8]([S:9](=[O:10])(=[O:11])[O:14][S:15](=[O:16])(=[O:17])[C:18]([F:19])([F:20])[F:21])([F:12])[F:13].[Na+:61].[cH:1]1[cH:2][cH:3][n:4][cH:5][cH:6]1>>[O:14]([S:15](=[O:16])(=[O:17])[C:18]([F:19])([F:20])[F:21])[c:52]1[c:51]([CH3:56])[cH:50][c:49]([C:24]([CH2:22][CH3:23])([CH2:25][CH3:26])[c:27]2[cH:28][c:29]([CH3:48])[c:30]([CH:33]=[CH:34][C:35]([C:36]([F:37])([F:38])[F:39])([C:40]([F:41])([F:42])[F:43])[O:44][CH2:45][O:46][CH3:47])[cH:31][cH:32]2)[cH:54][cH:53]1. Starting materials: FC1=CC=C2C=C(N=C(C2=C1)O[C@@H]1CN(CC1)C(=O)OC(C)(C)C)C(=N)NN ((S)-tert-butyl 3-((7-fluoro-3-(hydrazinyl(imino)methyl)isoquinolin-1-yl)oxy)pyrrolidine-1-carboxylate), C1=CN(C=N1)C(=O)N2C=CN=C2 (CDI). Solvent: O1CCOCC1 (dioxane). The product is FC1=CC=C2C=C(N=C(C2=C1)O[C@@H]1CN(CC1)C(=O)OC(C)(C)C)C1=NNC(N1)=O ((S)-tert-butyl 3-((7-fluoro-3-(5-oxo-4,5-dihydro-1H-1,2,4-triazol-3-yl)isoquinolin-1-yl)oxy)pyrrolidine-1-carboxylate). The yield is 15.0%. Reaction SMILES: [F:1][C:2]1[CH:11]=[C:10]2[C:5]([CH:6]=[C:7]([C:25]([NH:27][NH2:28])=[NH:26])[N:8]=[C:9]2[O:12][C@H:13]2[CH2:17][CH2:16][N:15]([C:18]([O:20][C:21]([CH3:24])([CH3:23])[CH3:22])=[O:19])[CH2:14]2)=[CH:4][CH:3]=1.C1N=CN([C:34](N2C=NC=C2)=[O:35])C=1>O1CCOCC1>[F:1][C:2]1[CH:11]=[C:10]2[C:5]([CH:6]=[C:7]([C:25]3[NH:26][C:34](=[O:35])[NH:28][N:27]=3)[N:8]=[C:9]2[O:12][C@H:13]2[CH2:17][CH2:16][N:15]([C:18]([O:20][C:21]([CH3:24])([CH3:22])[CH3:23])=[O:19])[CH2:14]2)=[CH:4][CH:3]=1. Reported procedure: To a solution of (S)-tert-butyl 3-((7-fluoro-3-(hydrazinyl(imino)methyl)isoquinolin-1-yl)oxy)pyrrolidine-1-carboxylate (0.45 g, 1.12 mmol) in dioxane (10 mL) was added CDI (0.72 g, 2.24 mmol) under N2. The mixture was heated to reflux for 2 hours and was subsequently concentrated in vacuo. The crude product was purified by preparative HPLC to give the title compound (70 mg, 40%). ESI-MS m/z [M+H-Boc]+ 316. Reactants: ClC1=NN(C=C(C1=O)OC)CC1CC1 (3-Chloro-1-(cyclopropylmethyl)-5-methoxypyridazin-4(1H)-one), C1(=CC=CC=C1)N1N=CC=C1B1OC(C(O1)(C)C)(C)C (1-phenyl-5-(4,4,5,5-tetramethyl-1,3,2-dioxaborolan-2-yl)-1H-pyrazole), C([O-])([O-])=O.[K+].[K+] (potassium carbonate). Reagents/catalysts: CC(C)(C)P(C1=CC=C(C=C1)N(C)C)C(C)(C)C.CC(C)(C)P(C1=CC=C(C=C1)N(C)C)C(C)(C)C.Cl[Pd]Cl (bis(di-tert-butyl(4-dimethylaminophenyl)phosphine)dichloropalladium(II)). The solvent is C1(=CC=CC=C1)C (toluene), O (water), O (water), C(O)([O-])=O.[Na+] (sodium hydrogen carbonate), [Cl-].[Na+].O (brine). Yields the product C1(CC1)CN1N=C(C(C(=C1)OC)=O)C1=CC=NN1C1=CC=CC=C1 (1-(cyclopropylmethyl)-5-methoxy-3-(1-phenyl-1H-pyrazol-5-yl)pyridazin-4(1H)-one). Isolated yield 59.6%. As a reaction SMILES: Cl[C:2]1[C:7](=[O:8])[C:6]([O:9][CH3:10])=[CH:5][N:4]([CH2:11][CH:12]2[CH2:14][CH2:13]2)[N:3]=1.[C:15]1([N:21]2[C:25](B3OC(C)(C)C(C)(C)O3)=[CH:24][CH:23]=[N:22]2)[CH:20]=[CH:19][CH:18]=[CH:17][CH:16]=1.C(=O)([O-])[O-].[K+].[K+]>C1(C)C=CC=CC=1.O.C(=O)([O-])O.[Na+].[Cl-].[Na+].O.CC(P(C(C)(C)C)C1C=CC(N(C)C)=CC=1)(C)C.CC(P(C(C)(C)C)C1C=CC(N(C)C)=CC=1)(C)C.Cl[Pd]Cl>[CH:12]1([CH2:11][N:4]2[CH:5]=[C:6]([O:9][CH3:10])[C:7](=[O:8])[C:2]([C:25]3[N:21]([C:15]4[CH:16]=[CH:17][CH:18]=[CH:19][CH:20]=4)[N:22]=[CH:23][CH:24]=3)=[N:3]2)[CH2:14][CH2:13]1 |f:2.3.4,7.8,9.10.11,12.13.14|. Reported procedure: 3-Chloro-1-(cyclopropylmethyl)-5-methoxypyridazin-4(1H)-one (0.133 g), 1-phenyl-5-(4,4,5,5-tetramethyl-1,3,2-dioxaborolan-2-yl)-1H-pyrazole (0.200 g), potassium carbonate (0.171 g) and bis(di-tert-butyl(4-dimethylaminophenyl)phosphine)dichloropalladium(II) (0.0219 g) were suspended in toluene (3.09 mL) and water (0.309 mL), and the suspension was heated under reflux for 20 hr under an argon atmosphere. The reaction mixture was cooled to room temperature, diluted with water, saturated aqueous sod... Procedure: Example 473a was synthetized following the procedure for Example 1 using 4-(2-(2-tert-butylphenoxy)pyridin-3-yl)thiosemicarbazide (Example 1b) with chloroacetyl chloride. Yields the product C(C)(C)(C)C1=C(OC2=NC=CC=C2NC=2SC(=NN2)CCl)C=CC=C1 (2-(2-tert-Butylphenoxy)-N-(5-(chloromethyl)-1,3,4-thiadiazol-2-yl)pyridin-3-amine). The reactants are C(C)(C)(C)C1=C(OC2=NC=CC=C2NC(NN)=S)C=CC=C1 (4-(2-(2-tert-Butylphenoxy)pyridin-3-yl)thiosemicarbazide), ClCC(=O)Cl (chloroacetyl chloride). As a reaction SMILES: [C:1]([C:5]1[CH:22]=[CH:21][CH:20]=[CH:19][C:6]=1[O:7][C:8]1[C:13]([NH:14][C:15](=[S:18])[NH:16][NH2:17])=[CH:12][CH:11]=[CH:10][N:9]=1)([CH3:4])([CH3:3])[CH3:2].[Cl:23][CH2:24][C:25](Cl)=O>>[C:1]([C:5]1[CH:22]=[CH:21][CH:20]=[CH:19][C:6]=1[O:7][C:8]1[C:13]([NH:14][C:15]2[S:18][C:25]([CH2:24][Cl:23])=[N:17][N:16]=2)=[CH:12][CH:11]=[CH:10][N:9]=1)([CH3:4])([CH3:2])[CH3:3]. Starting materials: C(C)(C)(C)C1=NC=C(C(=N1)OCC)C=1N(C(C(N1)(C)C1=CC=C(C=C1)Cl)(C)C1=CC=C(C=C1)Cl)C(=O)Cl (rac-(4S*,5R*)-2-(2-tert-butyl-4-ethoxy-pyrimidin-5-yl)-4,5-bis-(4-chloro-phenyl)-4,5-dimethyl-4,5-dihydro-imidazole-1-carbonyl chloride), N1C(CNCC1)=O (2-piperazinone). Yields the product C(C)(C)(C)C1=NC=C(C(=N1)OCC)C=1N([C@]([C@](N1)(C)C1=CC=C(C=C1)Cl)(C)C1=CC=C(C=C1)Cl)C(=O)N1CC(NCC1)=O (4-[(4S,5R)-2-(2-tert-Butyl-4-ethoxy-pyrimidin-5-yl)-4,5-bis-(4-chloro-phenyl)-4,5-dimethyl-4,5-dihydro-imidazole-1-carbonyl]-piperazin-2-one). As a reaction SMILES: [C:1]([C:5]1[N:10]=[C:9]([O:11][CH2:12][CH3:13])[C:8]([C:14]2[N:15]([C:35](Cl)=[O:36])[C:16]([C:28]3[CH:33]=[CH:32][C:31]([Cl:34])=[CH:30][CH:29]=3)([CH3:27])[C:17]([C:20]3[CH:25]=[CH:24][C:23]([Cl:26])=[CH:22][CH:21]=3)([CH3:19])[N:18]=2)=[CH:7][N:6]=1)([CH3:4])([CH3:3])[CH3:2].[NH:38]1[CH2:43][CH2:42][NH:41][CH2:40][C:39]1=[O:44]>>[C:1]([C:5]1[N:10]=[C:9]([O:11][CH2:12][CH3:13])[C:8]([C:14]2[N:15]([C:35]([N:41]3[CH2:42][CH2:43][NH:38][C:39](=[O:44])[CH2:40]3)=[O:36])[C@@:16]([C:28]3[CH:33]=[CH:32][C:31]([Cl:34])=[CH:30][CH:29]=3)([CH3:27])[C@@:17]([C:20]3[CH:25]=[CH:24][C:23]([Cl:26])=[CH:22][CH:21]=3)([CH3:19])[N:18]=2)=[CH:7][N:6]=1)([CH3:2])([CH3:3])[CH3:4]. Reported procedure: In a manner analogous to the method described in example 3, rac-(4S*,5R*)-2-(2-tert-butyl-4-ethoxy-pyrimidin-5-yl)-4,5-bis-(4-chloro-phenyl)-4,5-dimethyl-4,5-dihydro-imidazole-1-carbonyl chloride was reacted with 2-piperazinone (Avocado Organics) to give the title compound as a racemic mixture. The enantiomers were then separated by supercritical fluid chromatography (Berger Instrument Multi-Gram II, Daicel ChiralPak OD-H 3×25 cm, 35° C. at 100 bar, eluting with 35% methanol in carbon dioxide). ...